The task is: describe an organic reaction: reactants, conditions, products, and yield. This data is from the Open Reaction Database (ORD), a public repository of structured organic reaction records. The reactants are C(CCCCCCCCCCCCCCCCCCC)O (arachidyl alcohol), [OH-].[K+] (KOH), C(C1=CC=CC=C1)(=O)O (benzoic acid), stannous oxalate. Run at temperature 100 celsius, time 2 hour. Yields the product C(CCCCCCCCCCCCCCCCCCC)OC(C1=CC=CC=C1)=O (Arachidyl-Benzoate). Reaction SMILES: [CH2:1]([OH:21])[CH2:2][CH2:3][CH2:4][CH2:5][CH2:6][CH2:7][CH2:8][CH2:9][CH2:10][CH2:11][CH2:12][CH2:13][CH2:14][CH2:15][CH2:16][CH2:17][CH2:18][CH2:19][CH3:20].[C:22](O)(=[O:29])[C:23]1[CH:28]=[CH:27][CH:26]=[CH:25][CH:24]=1.[OH-].[K+]>>[CH2:1]([O:21][C:22](=[O:29])[C:23]1[CH:28]=[CH:27][CH:26]=[CH:25][CH:24]=1)[CH2:2][CH2:3][CH2:4][CH2:5][CH2:6][CH2:7][CH2:8][CH2:9][CH2:10][CH2:11][CH2:12][CH2:13][CH2:14][CH2:15][CH2:16][CH2:17][CH2:18][CH2:19][CH3:20] |f:2.3|. Procedure details: A mixture of 104 gms. (0.348 moles) of arachidyl alcohol, 46 gms. (0.362 moles) of benzoic acid and 225 mgms. stannous oxalate was heated under nitrogen to 230° C. The reaction was held at 230° C. for two hours under nitrogen. The acidity was 10 mgms. KOH/gms. The mixture was then cooled to 100° C. During the reaction distillate was collected. The ester formed was solid at room temperature and showed solidication at 80° C. The ester was given a treatment at 85° C. with 50 gms. deionized water co... Starting materials: Pd(Ph3)4, FC1=CC=C(C=C1)C1=CC=2N(C(C(=C(C2S1)O)C(=O)NCC(=O)OC(C)(C)C)=O)C (tert-Butyl 2-(2-(4-fluorophenyl)-7-hydroxy-4-methyl-5-oxo-4,5-dihydrothieno[3,2-b]pyridine-6-carboxamido)acetate), O (water), BrC1=CC=2N(C(C(=C(C2S1)O)C(=O)NCC(=O)OCC)=O)C (ethyl 2-(2-bromo-7-hydroxy-4-methyl-5-oxo-4,5-dihydrothieno[3,2-b]pyridine-6-carboxamido)acetate), FC1=CC=C(C=C1)B(O)O (4-fluorophenylboronic acid). Run in COCCOC (1,2-dimethoxyethane), C(=O)([O-])[O-].[Na+].[Na+] (Na2CO3). Yields the product FC1=CC=C(C=C1)C1=CC=2N(C(C(=C(C2S1)O)C(=O)NCC(=O)O)=O)C (2-(2-(4-fluorophenyl)-7-hydroxy-4-methyl-5-oxo-4,5-dihydrothieno[3,2-b]pyridine-6-carboxamido)acetic Acid). RXN SMILES: [F:1][C:2]1[CH:7]=[CH:6][C:5]([C:8]2[S:16][C:15]3[C:14]([OH:17])=[C:13]([C:18]([NH:20][CH2:21][C:22]([O:24]C(C)(C)C)=[O:23])=[O:19])[C:12](=[O:29])[N:11]([CH3:30])[C:10]=3[CH:9]=2)=[CH:4][CH:3]=1.BrC1SC2C(O)=C(C(NCC(OCC)=O)=O)C(=O)N(C)C=2C=1.FC1C=CC(B(O)O)=CC=1.O>COCCOC.C([O-])([O-])=O.[Na+].[Na+]>[F:1][C:2]1[CH:3]=[CH:4][C:5]([C:8]2[S:16][C:15]3[C:14]([OH:17])=[C:13]([C:18]([NH:20][CH2:21][C:22]([OH:24])=[O:23])=[O:19])[C:12](=[O:29])[N:11]([CH3:30])[C:10]=3[CH:9]=2)=[CH:6][CH:7]=1 |f:5.6.7|. Reported procedure: tert-Butyl 2-(2-(4-fluorophenyl)-7-hydroxy-4-methyl-5-oxo-4,5-dihydrothieno[3,2-b]pyridine-6-carboxamido)acetate. A mixture of ethyl 2-(2-bromo-7-hydroxy-4-methyl-5-oxo-4,5-dihydrothieno[3,2-b]pyridine-6-carboxamido)acetate (0.20 g, 0.48 mmol, Method 7), 4-fluorophenylboronic acid (0.134 g, 0.959 mmol, commercially available from Aldrich), Pd(Ph3)4 (0.055 g, 0.048 mmol) in 1,2-dimethoxyethane (4 mL) and aqueous Na2CO3 (2M, 0.72 mL) was heated under N2 at 100° C. for 2 hours. The suspension was c... Reactants: Fc1cnc2[nH]ccc2c1F, O, O=[N+]([O-])O. The product is O=[N+]([O-])c1c[nH]c2ncc(F)c(F)c12. As a reaction SMILES: [F:1][c:2]1[c:3]2[c:4]([n:5][cH:6][c:7]1[F:8])[nH:9][cH:10][cH:11]2.[OH2:16].[OH:12][N+:13]([O-:14])=[O:15]>>[F:1][c:2]1[c:3]2[c:4]([n:5][cH:6][c:7]1[F:8])[nH:9][cH:10][c:11]2[N+:13](=[O:12])[O-:14]. The reactants are NC1=NC2(CCO1)c1cc(-c3cccnc3F)ccc1Oc1ncc(Br)cc12, CO, ClCCl, OB(O)c1ccnc(F)c1, [K+], [K+], [K+], C1COCCO1, O, O=P([O-])([O-])[O-]. Yields the product NC1=NC2(CCO1)c1cc(-c3cccnc3F)ccc1Oc1ncc(-c3ccnc(F)c3)cc12. RXN SMILES: [Br:19][c:20]1[cH:21][c:22]2[c:23]([n:24][cH:25]1)[O:26][c:27]1[cH:28][cH:29][c:30](-[c:40]3[c:41]([F:46])[n:42][cH:43][cH:44][cH:45]3)[cH:31][c:32]1[C:33]21[N:34]=[C:35]([NH2:39])[O:36][CH2:37][CH2:38]1.[CH3:54][OH:55].[Cl:56][CH2:57][Cl:58].[F:9][c:10]1[n:11][cH:12][cH:13][c:14]([B:16]([OH:17])[OH:18])[cH:15]1.[K+:6].[K+:7].[K+:8].[O:48]1[CH2:49][CH2:50][O:51][CH2:52][CH2:53]1.[OH2:47].[P:1]([O-:2])([O-:3])([O-:4])=[O:5]>>[F:9][c:10]1[n:11][cH:12][cH:13][c:14](-[c:20]2[cH:21][c:22]3[c:23]([n:24][cH:25]2)[O:26][c:27]2[cH:28][cH:29][c:30](-[c:40]4[c:41]([F:46])[n:42][cH:43][cH:44][cH:45]4)[cH:31][c:32]2[C:33]32[N:34]=[C:35]([NH2:39])[O:36][CH2:37][CH2:38]2)[cH:15]1.